Dataset: the Open Reaction Database (ORD), a public repository of structured organic reaction records. Task: describe an organic reaction: reactants, conditions, products, and yield Reactants: CC1=C(C=CC=C1C)NCC=1C=C(C=CC1)[N+](=O)[O-] (3-[(2,3-Dimethylphenyl)amino-methyl]nitrobenzene), C(C)(=O)O (acetic acid). The reagents and catalysts are [Fe] (iron). The solvent is C(C)O (ethanol). Yields the product CC1=C(C=CC=C1C)NCC=1C=C(N)C=CC1 (3-[(2,3-Dimethylphenyl)amino-methyl]aniline). As a reaction SMILES: [CH3:1][C:2]1[C:7]([CH3:8])=[CH:6][CH:5]=[CH:4][C:3]=1[NH:9][CH2:10][C:11]1[CH:12]=[C:13]([N+:17]([O-])=O)[CH:14]=[CH:15][CH:16]=1.C(O)(=O)C>C(O)C.[Fe]>[CH3:1][C:2]1[C:7]([CH3:8])=[CH:6][CH:5]=[CH:4][C:3]=1[NH:9][CH2:10][C:11]1[CH:12]=[C:13]([CH:14]=[CH:15][CH:16]=1)[NH2:17]. Procedure details: To a solution of 15 (0.40 g) in ethanol (8 mL) was added elemental iron (Fe) (0.31 g) and acetic acid (0.66 g). The mixture was refluxed for 18 h. The mixture was filtered, concentrated in vacuo and the residue was partitioned between ethyl acetate and water. The ethyl acetate layer was extracted with saturated sodium bicarbonate, saturated sodium chloride, dried over magnesium sulfate and concentrated in vacuo to afford the title compound as an oil. NMR (300 MHz, CDCl3) δ 7.13 (1H, t, J=3 Hz), ...